Dataset: the Open Reaction Database (ORD), a public repository of structured organic reaction records. Task: describe an organic reaction: reactants, conditions, products, and yield The reactants are ClCC=1SC(=NN1)C (2-chloromethyl-5-methyl-1,3,4-thiadiazole), [OH-].[Na+] (sodium hydroxide), C(C1=CC=CC=C1)(=S)O (thiobenzoic acid), CC(C)([O-])C.[K+] (potassium tert-butoxide). Solvent: CN(C)C=O (DMF), C(C)(=O)OCC (ethyl acetate), O (water), CN(C)C=O (DMF). Conditions: time 10 minute. Yields the product CC=1SC(=NN1)CSC(C1=CC=CC=C1)=O (2-methyl-5-benzoylthiomethyl-1,3,4-thiadiazole). Reaction SMILES: [C:1]([OH:9])(=[S:8])[C:2]1[CH:7]=[CH:6][CH:5]=[CH:4][CH:3]=1.CC(C)([O-])C.[K+].Cl[CH2:17][C:18]1[S:19][C:20]([CH3:23])=[N:21][N:22]=1.[OH-].[Na+]>CN(C=O)C.C(OCC)(=O)C.O>[CH3:17][C:18]1[S:19][C:20]([CH2:23][S:8][C:1](=[O:9])[C:2]2[CH:7]=[CH:6][CH:5]=[CH:4][CH:3]=2)=[N:21][N:22]=1 |f:1.2,4.5|. Procedure details: Under nitrogen atomosphere, thiobenzoic acid (2.52 ml) was added dropwise to a solution of potassium tert-butoxide (2.30 g) in DMF (15 ml) under ice cooling. After stirring for 10 minutes, 2-chloromethyl-5-methyl-1,3,4-thiadiazole in DMF (15 ml) was added to the mixture. The whole mixture was and stirred for 45 minutes. The mixture was poured into a mixture of water and ethyl acetate, and the pH was adjusted to 8.5 with 30% aqueous sodium hydroxide. Organic layer was separated, was washed with w... The reactants are ClC=1C=CN=C2C=C(C=NC12)OC (8-chloro-3-methoxy-1,5-naphthyridine), C1(=CC=CC=C1)C1=NN=C(C2=CC=CC=C12)NC=1C=CC(=NC1)O (5-(4-phenylphthalazin-1-ylamino)pyridin-2-ol), C([O-])([O-])=O.[Cs+].[Cs+] (cesium carbonate). The solvent is CS(=O)C (DMSO). Run at temperature 130 celsius, time 3.5 hour. Yields the product COC1=CN=C2C(=CC=NC2=C1)OC1=CC=C(C=N1)NC1=NN=C(C2=CC=CC=C12)C1=CC=CC=C1 (N-(6-(7-methoxy-1,5-naphthyridin-4-yloxy)pyridin-3-yl)-4-phenylphthalazin-1-amine). RXN SMILES: Cl[C:2]1[CH:3]=[CH:4][N:5]=[C:6]2[C:11]=1[N:10]=[CH:9][C:8]([O:12][CH3:13])=[CH:7]2.[C:14]1([C:20]2[C:29]3[C:24](=[CH:25][CH:26]=[CH:27][CH:28]=3)[C:23]([NH:30][C:31]3[CH:32]=[CH:33][C:34]([OH:37])=[N:35][CH:36]=3)=[N:22][N:21]=2)[CH:19]=[CH:18][CH:17]=[CH:16][CH:15]=1.C(=O)([O-])[O-].[Cs+].[Cs+]>CS(C)=O>[CH3:13][O:12][C:8]1[CH:7]=[C:6]2[C:11]([C:2]([O:37][C:34]3[N:35]=[CH:36][C:31]([NH:30][C:23]4[C:24]5[C:29](=[CH:28][CH:27]=[CH:26][CH:25]=5)[C:20]([C:14]5[CH:15]=[CH:16][CH:17]=[CH:18][CH:19]=5)=[N:21][N:22]=4)=[CH:32][CH:33]=3)=[CH:3][CH:4]=[N:5]2)=[N:10][CH:9]=1 |f:2.3.4|. Procedure: A pyrex reaction tube was charged with 8-chloro-3-methoxy-1,5-naphthyridine (50 mg, 0.26 mmol), 5-(4-phenylphthalazin-1-ylamino)pyridin-2-ol (80 mg, 0.26 mmol), cesium carbonate (249 mg, 0.76 mmol) and DMSO (2 mL). The tube was sealed and the reaction mixture was heated to 130° C. After 3.5 h, an aliquot was analyzed by LCMS, and the desired product was determined to be the major peak. The reaction mixture was diluted with DMSO and purified by Gilson HPLC {5-65% (0.1% TFA in CH3CN) in H2O over 2... Reactants: C(C(C)C)N1N=C(C=C(C1=O)COS(=O)(=O)C)C1=CC=C(C=C1)S(=O)(=O)C (2-isobutyl-4-methanesulfonyloxymethyl-6-[4-(methylsulfonyl)phenyl]-2H-pyridazin-3-one), CN1CCNCC1 (1-methylpiperazine). Yields the product C(C(C)C)N1N=C(C=C(C1=O)CN1CCN(CC1)C)C1=CC=C(C=C1)S(=O)(=O)C (2-isobutyl-4-(4-methyl-1-piperazinyl)methyl-6-[4-(methylsulfonyl)phenyl]-2H-pyridazin-3-one). The yield is 88.5%. Reaction SMILES: [CH2:1]([N:5]1[C:10](=[O:11])[C:9]([CH2:12]OS(C)(=O)=O)=[CH:8][C:7]([C:18]2[CH:23]=[CH:22][C:21]([S:24]([CH3:27])(=[O:26])=[O:25])=[CH:20][CH:19]=2)=[N:6]1)[CH:2]([CH3:4])[CH3:3].[CH3:28][N:29]1[CH2:34][CH2:33][NH:32][CH2:31][CH2:30]1>>[CH2:1]([N:5]1[C:10](=[O:11])[C:9]([CH2:12][N:32]2[CH2:33][CH2:34][N:29]([CH3:28])[CH2:30][CH2:31]2)=[CH:8][C:7]([C:18]2[CH:19]=[CH:20][C:21]([S:24]([CH3:27])(=[O:26])=[O:25])=[CH:22][CH:23]=2)=[N:6]1)[CH:2]([CH3:4])[CH3:3]. Reported procedure: Following the procedure of Example 1(10), 2-isobutyl-4-methanesulfonyloxymethyl-6-[4-(methylsulfonyl)phenyl]-2H-pyridazin-3-one and 1-methylpiperazine were reacted to yield the title compound as a yellow oil (yield: 88.5%). Run at time 8 hour. As a reaction SMILES: [NH2:1][CH:2]1[C:8](=[O:9])[NH:7][C:6]2[CH:10]=[CH:11][CH:12]=[CH:13][C:5]=2[NH:4][C:3]1=[O:14].[F:15][CH:16]([F:20])[C:17](O)=[O:18]>>[O:9]=[C:8]1[NH:7][C:6]2[CH:10]=[CH:11][CH:12]=[CH:13][C:5]=2[NH:4][C:3](=[O:14])[CH:2]1[NH:1][C:17](=[O:18])[CH:16]([F:20])[F:15]. Procedure: Using the method of Example 62, using 3-amino-1,5-dihydro-benzo[b][1,4]diazepine-2,4-dione and difluoroacetic acid, stirring overnight at ambient temperature after the addition of the acid, and washing reaction solid with dichloromethane instead of isopropanol: chloroform (3:1) gives the title compound: mass spectrum (APCI, m/e): 270 (M+1); NMR (1H, 300 MHz, DMSO-d6): δ 10.88 (s, 2H), 9.13 (d, 1H, J=6.9 Hz), 7.29-7.13 (m, 4H), 6.49 (t, 1H, 2J(H,F)=53.7 Hz), 4.79 (d, 1H, J=6.9 Hz). Product: O=C1C(C(NC2=C(N1)C=CC=C2)=O)NC(C(F)F)=O (N-(2,4-Dioxo-2,3,4,5-tetrahydro-1H-benzo[b][1,4]diazepin-3-yl)-2,2-difluoro-acetamide). Reactants: NC1C(NC2=C(NC1=O)C=CC=C2)=O (3-amino-1,5-dihydro-benzo[b][1,4]diazepine-2,4-dione), FC(C(=O)O)F (difluoroacetic acid). The reactants are CCOC(=O)C(C)(C)S(=O)(=O)c1ccc(C(F)(F)F)nc1, ClC(Cl)Cl, CC(C)O, [Li+], [OH-], O. The product is CC(C)(C(=O)O)S(=O)(=O)c1ccc(C(F)(F)F)nc1. As a reaction SMILES: [CH2:1]([CH3:2])[O:3][C:4]([C:5]([CH3:6])([S:7](=[O:8])(=[O:9])[c:10]1[cH:11][n:12][c:13]([C:16]([F:17])([F:18])[F:19])[cH:14][cH:15]1)[CH3:20])=[O:21].[CH:25]([Cl:26])([Cl:27])[Cl:28].[CH:29]([OH:30])([CH3:31])[CH3:32].[Li+:24].[OH-:23].[OH2:22]>>[O:3]=[C:4]([C:5]([CH3:6])([S:7](=[O:8])(=[O:9])[c:10]1[cH:11][n:12][c:13]([C:16]([F:17])([F:18])[F:19])[cH:14][cH:15]1)[CH3:20])[OH:21]. Reactants: C([O-])([O-])=O.[K+].[K+] (potassium carbonate), IC (iodomethane), BrC1=C(C=C(S1)C(=O)O)C (5-Bromo-4-methyl-2-thiophenecarboxylic acid). Run in C(C)(=O)OCC (ethyl acetate), CN(C=O)C (dimethylformamide). Run at time 2 hour. The product is COC(=O)C=1SC(=C(C1)C)Br (5-bromo-4-methyl-2-thiophenecarboxylic acid methyl ester). Yield: 98.0%. Reaction SMILES: [Br:1][C:2]1[S:6][C:5]([C:7]([OH:9])=[O:8])=[CH:4][C:3]=1[CH3:10].[C:11](=O)([O-])[O-].[K+].[K+].IC>CN(C)C=O.C(OCC)(=O)C>[CH3:11][O:8][C:7]([C:5]1[S:6][C:2]([Br:1])=[C:3]([CH3:10])[CH:4]=1)=[O:9] |f:1.2.3|. Procedure details: 5-Bromo-4-methyl-2-thiophenecarboxylic acid (3.33 g) was dissolved in dimethylformamide (50 ml), and potassium carbonate (4.0 g) and iodomethane (4.0 ml) were added. The mixture was stirred at room temperature for 2 hours, diluted with ethyl acetate, washed with 1N hydrochloric acid, dried over anhydrous magnesium sulfate and concentrated under reduced pressure to give 5-bromo-4-methyl-2-thiophenecarboxylic acid methyl ester (3.47 g). A mixture of 5-bromo-4-methyl-2-thiophenecarboxylic acid meth...